describe an organic reaction: reactants, conditions, products, and yield From a dataset of the Open Reaction Database (ORD), a public repository of structured organic reaction records. The reactants are COC1CC(C(=O)O)N(C(=O)OCc2ccccc2)C1, CO, [H][H], O. RXN SMILES: [C:1]([O:2][CH2:3][c:4]1[cH:5][cH:6][cH:7][cH:8][cH:9]1)(=[O:10])[N:11]1[CH:12]([C:13](=[O:14])[OH:15])[CH2:16][CH:17]([O:19][CH3:20])[CH2:18]1.[CH3:24][OH:25].[H:22][H:23].[OH2:21]>>[NH:11]1[CH:12]([C:13](=[O:14])[OH:15])[CH2:16][CH:17]([O:19][CH3:20])[CH2:18]1. Product: COC1CNC(C(=O)O)C1. The reactants are O=C(NC(=Cc1ccccc1)C(=O)O)OCc1ccccc1, CCO, Nc1ccccc1S. Product: Nc1ccccc1SC(c1ccccc1)C(NC(=O)OCc1ccccc1)C(=O)O. RXN SMILES: [CH2:1]([c:2]1[cH:3][cH:4][cH:5][cH:6][cH:7]1)[O:8][C:9](=[O:10])[NH:11][C:12]([C:13](=[O:14])[OH:15])=[CH:16][c:17]1[cH:18][cH:19][cH:20][cH:21][cH:22]1.[CH3:31][CH2:32][OH:33].[NH2:23][c:24]1[c:25]([SH:30])[cH:26][cH:27][cH:28][cH:29]1>>[CH2:1]([c:2]1[cH:3][cH:4][cH:5][cH:6][cH:7]1)[O:8][C:9](=[O:10])[NH:11][CH:12]([C:13](=[O:14])[OH:15])[CH:16]([c:17]1[cH:18][cH:19][cH:20][cH:21][cH:22]1)[S:30][c:25]1[c:24]([NH2:23])[cH:29][cH:28][cH:27][cH:26]1. Starting materials: C(C1=CC=CC=C1)OC[C@H]1O[C@H](C2=C(C1)C(=CC=C2C)OC)CBr ([1R,3S] 3-benzyloxymethyl-1-bromomethyl-3,4-dihydro-5-methoxy-8-methyl-1H-2-benzopyran), [H][H] (hydrogen). The reagents and catalysts are [Pt] (Platinum on carbon). Run in CO (methanol), C(C)(=O)OCC (ethyl acetate). Run at time 8 hour. The product is BrC[C@@H]1O[C@@H](CC2=C1C(=CC=C2OC)C)CO ([1R,3S] 1-Bromomethyl-3,4-dihydro-3-hydroxymethyl-5-methoxy-8-methyl-1H-2-benzopyran). As a reaction SMILES: C([O:8][CH2:9][C@@H:10]1[CH2:15][C:14]2[C:16]([O:21][CH3:22])=[CH:17][CH:18]=[C:19]([CH3:20])[C:13]=2[C@H:12]([CH2:23][Br:24])[O:11]1)C1C=CC=CC=1.[H][H]>[Pt].CO.C(OCC)(=O)C>[Br:24][CH2:23][C@H:12]1[C:13]2[C:19]([CH3:20])=[CH:18][CH:17]=[C:16]([O:21][CH3:22])[C:14]=2[CH2:15][C@@H:10]([CH2:9][OH:8])[O:11]1. Reported procedure: 5% Platinum on carbon (1.0 g) is added to a solution of [1R,3S] 3-benzyloxymethyl-1-bromomethyl-3,4-dihydro-5-methoxy-8-methyl-1H-2-benzopyran (3.42 g, 8.7 mmol), from Step 2, in 150 mL of methanol and 5 mL of ethyl acetate. The reaction mixture is sealed under 4 atmospheres of hydrogen and shaken overnight. The reaction mixture is filtered to remove the catalyst and concentrated. The residue is purified by column chromatography on silica gel to give the title compound.